From a dataset of the Open Reaction Database (ORD), a public repository of structured organic reaction records. describe an organic reaction: reactants, conditions, products, and yield Reactants: Cl.ClC1=C(C(=O)NC2=CC=CC=3C4=C(C=NC23)C(NN4C)=O)C(=CC=C1)Cl (6-(2,6-dichlorobenzoylamino)-2,3-dihydro-1-methyl-1H-pyrazolo[4,3-c]quinolin-3-one hydrochloride), Cl.ClCC1=CC=NC=C1 (4-chloromethylpyridine hydrochloride), C([O-])([O-])=O.[K+].[K+] (potassium carbonate). The solvent is CN(C=O)C (dimethylformamide). Conditions: time 3 hour. Product: ClC1=C(C(=O)NC2=CC=CC=3C4=C(C=NC23)C(N(N4C)CC4=CC=NC=C4)=O)C(=CC=C1)Cl (6-(2,6-dichlorobenzoylamino)-2,3-dihydro-1-methyl-2-(pyridin-4-ylmethyl)-1H-pyrazolo[4,3-c]quinolin-3-one). RXN SMILES: Cl.[Cl:2][C:3]1[CH:26]=[CH:25][CH:24]=[C:23]([Cl:27])[C:4]=1[C:5]([NH:7][C:8]1[C:17]2[N:16]=[CH:15][C:14]3[C:18](=[O:22])[NH:19][N:20]([CH3:21])[C:13]=3[C:12]=2[CH:11]=[CH:10][CH:9]=1)=[O:6].Cl.Cl[CH2:30][C:31]1[CH:36]=[CH:35][N:34]=[CH:33][CH:32]=1.C(=O)([O-])[O-].[K+].[K+]>CN(C)C=O>[Cl:27][C:23]1[CH:24]=[CH:25][CH:26]=[C:3]([Cl:2])[C:4]=1[C:5]([NH:7][C:8]1[C:17]2[N:16]=[CH:15][C:14]3[C:18](=[O:22])[N:19]([CH2:30][C:31]4[CH:36]=[CH:35][N:34]=[CH:33][CH:32]=4)[N:20]([CH3:21])[C:13]=3[C:12]=2[CH:11]=[CH:10][CH:9]=1)=[O:6] |f:0.1,2.3,4.5.6|. Procedure details: A mixture of 6-(2,6-dichlorobenzoylamino)-2,3-dihydro-1-methyl-1H-pyrazolo[4,3-c]quinolin-3-one hydrochloride (85 mg), 4-chloromethylpyridine hydrochloride (40 mg) and potassium carbonate (111 mg) in dimethylformamide (1 ml) was stirred for 3 hours at ambient temperature. The mixture was partitioned between ethyl acetate and water. The organic layer was washed with brine, dried over magnesium sulfate and evaporated in vacuo. The residue was purified by column chromatography on silica gel to give...